Dataset: the Open Reaction Database (ORD), a public repository of structured organic reaction records. Task: describe an organic reaction: reactants, conditions, products, and yield Starting materials: CC1=C(SC(=C1)N1C(N(CC1)CCOC1=CC=CC=C1)=O)C(=O)O (3-methyl-5-(2-oxo-3-(2-phenoxyethyl)imidazolidin-1-yl)thiophene-2-carboxylic acid), FC1=CC=C(CN2C(N(CC2)C2=CC(=C(S2)C(=O)O)C)=O)C=C1 (5-(3-(4-fluorobenzyl)-2-oxoimidazolidin-1-yl)-3-methylthiophene-2-carboxylic acid), O1C(=NC=C1)CN (oxazol-2-ylmethanamine). Yields the product FC1=CC=C(CN2C(N(CC2)C2=CC(=C(S2)C(=O)NCC=2OC=CN2)C)=O)C=C1 (5-(3-(4-fluorobenzyl)-2-oxoimidazolidin-1-yl)-3-methyl-N-(oxazol-2-ylmethyl)thiophene-2-carboxamide). Yield: 35.0%. Reaction SMILES: CC1C=C([N:7]2[CH2:11][CH2:10][N:9]([CH2:12][CH2:13][O:14]C3C=CC=CC=3)C2=O)SC=1C(O)=O.[F:25][C:26]1[CH:47]=[CH:46][C:29]([CH2:30][N:31]2[CH2:35][CH2:34][N:33]([C:36]3[S:40][C:39]([C:41](O)=[O:42])=[C:38]([CH3:44])[CH:37]=3)[C:32]2=[O:45])=[CH:28][CH:27]=1.O1C=CN=C1CN>>[F:25][C:26]1[CH:47]=[CH:46][C:29]([CH2:30][N:31]2[CH2:35][CH2:34][N:33]([C:36]3[S:40][C:39]([C:41]([NH:7][CH2:11][C:10]4[O:14][CH:13]=[CH:12][N:9]=4)=[O:42])=[C:38]([CH3:44])[CH:37]=3)[C:32]2=[O:45])=[CH:28][CH:27]=1. Procedure details: Following the procedures as described in Example 55, making variations as required to replace 3-methyl-5-(2-oxo-3-(2-phenoxyethyl)imidazolidin-1-yl)thiophene-2-carboxylic acid with 5-(3-(4-fluorobenzyl)-2-oxoimidazolidin-1-yl)-3-methylthiophene-2-carboxylic acid to react with oxazol-2-ylmethanamine, the title compound was obtained as a colorless solid in 35% yield: 1H NMR (300 MHz, CDCl3) δ 7.63 (s, 1H), 7.31-7.24 (m, 2H), 7.09-7.00 (m, 3H), 6.34 (t, J=5.0 Hz, 1H), 6.12 (s, 1H), 4.71 (d, J=5.0 H... Starting materials: C(C)(C)(C)OC(C[C@@H]([C@@H](COC1=C(C(=CC(=C1F)F)F)F)O)NC(C(CC)N1C(C(=CC=C1)NC(C)=O)=O)=O)=O ((S,S)-3-[2-(3-Acetylamino-2-oxo-2H-pyridin-1-yl)-butyrylamino]-4-hydroxy-5-(2,3,5,6-tetrafluoro-phenoxy)-pentanoic acid tert-butyl ester), CC(=O)OI1(C2=CC=CC=C2C(=O)O1)(OC(=O)C)OC(=O)C (1,1,1-triacetoxy-1,1-dihydro-1,2-benziodoxol-3(1H)-one), C(O)([O-])=O.[Na+] (sodium hydrogen carbonate), S(=S)(=O)([O-])[O-].[Na+].[Na+] (sodium thiosulfate). The solvent is C(Cl)Cl (DCM), C(C)(=O)OCC (ethyl acetate). Conditions: time 2 hour. Product: C(C)(C)(C)OC(C[C@@H](C(COC1=C(C(=CC(=C1F)F)F)F)=O)NC([C@H](CC)N1C(C(=CC=C1)NC(C)=O)=O)=O)=O ((S,S)-3-[2-(3-Acetylamino-2-oxo-2H-pyridin-1-yl)-butyrylamino]-4-oxo-5-(2,3,5,6-tetrafluoro-phenoxy)-pentanoic acid tert-butyl ester). Yield: 85.0%. RXN SMILES: [C:1]([O:5][C:6](=[O:40])[CH2:7][C@H:8]([NH:23][C:24](=[O:39])[CH:25]([N:28]1[CH:33]=[CH:32][CH:31]=[C:30]([NH:34][C:35](=[O:37])[CH3:36])[C:29]1=[O:38])[CH2:26][CH3:27])[C@H:9]([OH:22])[CH2:10][O:11][C:12]1[C:17]([F:18])=[C:16]([F:19])[CH:15]=[C:14]([F:20])[C:13]=1[F:21])([CH3:4])([CH3:3])[CH3:2].CC(OI1(OC(C)=O)(OC(C)=O)OC(=O)C2C1=CC=CC=2)=O.C(=O)([O-])O.[Na+].S([O-])([O-])(=O)=S.[Na+].[Na+]>C(Cl)Cl.C(OCC)(=O)C>[C:1]([O:5][C:6](=[O:40])[CH2:7][C@H:8]([NH:23][C:24](=[O:39])[C@@H:25]([N:28]1[CH:33]=[CH:32][CH:31]=[C:30]([NH:34][C:35](=[O:37])[CH3:36])[C:29]1=[O:38])[CH2:26][CH3:27])[C:9](=[O:22])[CH2:10][O:11][C:12]1[C:13]([F:21])=[C:14]([F:20])[CH:15]=[C:16]([F:19])[C:17]=1[F:18])([CH3:2])([CH3:3])[CH3:4] |f:2.3,4.5.6|. Procedure details: A stirred solution of (S,S)-3-[2-(3-Acetylamino-2-oxo-2H-pyridin-1-yl)-butyrylamino]-4-hydroxy-5-(2,3,5,6-tetrafluoro-phenoxy)-pentanoic acid tert-butyl ester (221 mg, 0.385 mmol) in anhydrous DCM (10 mL) was treated with 1,1,1-triacetoxy-1,1-dihydro-1,2-benziodoxol-3(1H)-one (212 mg, 0.5 mmol) at 0° C. The resulting mixture was kept at 0° C. for 2 hr, diluted with ethyl acetate, then poured into a 1:1 mixture of saturated aqueous sodium hydrogen carbonate and saturated aqueous sodium thiosulfat... Reactants: CO, O, O=S(=O)(O)O, N#CC1CN(C(c2ccccc2)c2ccccc2)C1. The product is COC(=O)C1CN(C(c2ccccc2)c2ccccc2)C1. Reaction SMILES: [CH3:25][OH:26].[OH2:27].[S:20](=[O:21])(=[O:22])([OH:23])[OH:24].[c:1]1([CH:7]([N:8]2[CH2:9][CH:10]([C:12]#[N:13])[CH2:11]2)[c:14]2[cH:15][cH:16][cH:17][cH:18][cH:19]2)[cH:2][cH:3][cH:4][cH:5][cH:6]1>>[c:1]1([CH:7]([N:8]2[CH2:9][CH:10]([C:12]([O:26][CH3:25])=[O:27])[CH2:11]2)[c:14]2[cH:15][cH:16][cH:17][cH:18][cH:19]2)[cH:2][cH:3][cH:4][cH:5][cH:6]1. Starting materials: ClCCCl, CN(C)C=O, O=C(O)Cn1nc(-c2ccc(Cl)cc2)n(C2CC2)c1=O, Cl, CC(C)(N)c1cccc(C(F)(F)F)c1, On1nnc2ccccc21. The product is CC(C)(NC(=O)Cn1nc(-c2ccc(Cl)cc2)n(C2CC2)c1=O)c1cccc(C(F)(F)F)c1. Reaction SMILES: [CH2:45]([Cl:46])[CH2:47][Cl:48].[CH3:50][N:51]([CH3:52])[CH:53]=[O:54].[Cl:1][c:2]1[cH:3][cH:4][c:5](-[c:8]2[n:9][n:10]([CH2:17][C:18](=[O:19])[OH:20])[c:11](=[O:16])[n:12]2[CH:13]2[CH2:14][CH2:15]2)[cH:6][cH:7]1.[ClH:49].[F:21][C:22]([c:23]1[cH:24][c:25]([C:29]([CH3:30])([CH3:31])[NH2:32])[cH:26][cH:27][cH:28]1)([F:33])[F:34].[OH:35][n:36]1[c:37]2[c:38]([cH:39][cH:40][cH:41][cH:42]2)[n:43][n:44]1>>[Cl:1][c:2]1[cH:3][cH:4][c:5](-[c:8]2[n:9][n:10]([CH2:17][C:18](=[O:19])[NH:32][C:29]([c:25]3[cH:24][c:23]([C:22]([F:21])([F:33])[F:34])[cH:28][cH:27][cH:26]3)([CH3:30])[CH3:31])[c:11](=[O:16])[n:12]2[CH:13]2[CH2:14][CH2:15]2)[cH:6][cH:7]1. The reactants are CC1=NC2=C(C=CC=C2C=C1)O (2-methyl-8-hydroxyquinoline), N(=C=O)CC(=O)OCC (ethyl isocyanatoacetate). The reagents and catalysts are C(CCCCCCCCCCC)(=O)[O-].C(CCCCCCCCCCC)(=O)[O-].C(CCC)[Sn+2]CCCC (dibutyltin dilaurate). Solvent: C(C)C(=O)C (methyl ethyl ketone). Yields the product CC1=NC2=C(C=CC=C2C=C1)OC(=O)NCC(=O)OCC (ethyl N-(((2-methyl-8-quinolinyl)oxy)carbonyl)glycinate). Reaction SMILES: [CH3:1][C:2]1[CH:11]=[CH:10][C:9]2[C:4](=[C:5]([OH:12])[CH:6]=[CH:7][CH:8]=2)[N:3]=1.[N:13]([CH2:16][C:17]([O:19][CH2:20][CH3:21])=[O:18])=[C:14]=[O:15]>C([O-])(=O)CCCCCCCCCCC.C([O-])(=O)CCCCCCCCCCC.C([Sn+2]CCCC)CCC.C(C(C)=O)C>[CH3:1][C:2]1[CH:11]=[CH:10][C:9]2[C:4](=[C:5]([O:12][C:14]([NH:13][CH2:16][C:17]([O:19][CH2:20][CH3:21])=[O:18])=[O:15])[CH:6]=[CH:7][CH:8]=2)[N:3]=1 |f:2.3.4|. Reported procedure: A mixture of 15.9 g of 2-methyl-8-hydroxyquinoline, 13.6 g of ethyl isocyanatoacetate and 10 drops of dibutyltin dilaurate in 200 ml of methyl ethyl ketone was heated at reflux temperature for seven hours, after which the solvent was removed by evaporation in vacuo leaving a solid residue. The residue was recrystallized from toluene to give the desired ethyl N-(((2-methyl-8-quinolinyl)oxy)carbonyl)glycinate as light tan crystals, m.p. 118°-120° C. The reactants are NC=O, O=CO, Cn1c(=O)cc(-c2ccccc2)c2cc(C(=O)c3ccc(Cl)cc3)ccc21, O. The product is Cn1c(=O)cc(-c2ccccc2)c2cc(C(NC=O)c3ccc(Cl)cc3)ccc21. As a reaction SMILES: [CH:29](=[O:30])[NH2:31].[CH:32]([OH:33])=[O:34].[Cl:1][c:2]1[cH:3][cH:4][c:5]([C:6](=[O:7])[c:8]2[cH:9][c:10]3[c:11](-[c:20]4[cH:21][cH:22][cH:23][cH:24][cH:25]4)[cH:12][c:13](=[O:19])[n:14]([CH3:18])[c:15]3[cH:16][cH:17]2)[cH:26][cH:27]1.[OH2:28]>>[Cl:1][c:2]1[cH:3][cH:4][c:5]([CH:6]([c:8]2[cH:9][c:10]3[c:11](-[c:20]4[cH:21][cH:22][cH:23][cH:24][cH:25]4)[cH:12][c:13](=[O:19])[n:14]([CH3:18])[c:15]3[cH:16][cH:17]2)[NH:31][CH:29]=[O:30])[cH:26][cH:27]1. Reactants: Cl.C(C1=CC=CC=C1)OC1=C2CCCC(C2=CC=C1)C(=O)N(CC=1C=NNC1)C=1C=NC(=CC1)C(C)C (5-benzyloxy-N-(6-isopropylpyridin-3-yl)-N-[(pyrazol-4-yl)methyl]-1,2,3,4-tetrahydronaphthalene-1-carboxamide hydrochloride), ClCC1=NC=CC(=C1)C(F)(F)F (2-chloromethyl-4-trifluoromethylpyridine). Yields the product C(C1=CC=CC=C1)OC1=C2CCCC(C2=CC=C1)C(=O)N(CC=1C=NN(C1)CC1=NC=CC(=C1)C(F)(F)F)C=1C=NC(=CC1)C(C)C (5-benzyloxy-N-(6-isopropylpyridin-3-yl)-N-({1-[(4-trifluoromethylpyridin-2-yl)methyl]pyrazol-4-yl}methyl)-1,2,3,4-tetrahydronaphthalene-1-carboxamide). The yield is 81.9%. Reaction SMILES: Cl.[CH2:2]([O:9][C:10]1[CH:19]=[CH:18][CH:17]=[C:16]2[C:11]=1[CH2:12][CH2:13][CH2:14][CH:15]2[C:20]([N:22]([C:29]1[CH:30]=[N:31][C:32]([CH:35]([CH3:37])[CH3:36])=[CH:33][CH:34]=1)[CH2:23][C:24]1[CH:25]=[N:26][NH:27][CH:28]=1)=[O:21])[C:3]1[CH:8]=[CH:7][CH:6]=[CH:5][CH:4]=1.Cl[CH2:39][C:40]1[CH:45]=[C:44]([C:46]([F:49])([F:48])[F:47])[CH:43]=[CH:42][N:41]=1>>[CH2:2]([O:9][C:10]1[CH:19]=[CH:18][CH:17]=[C:16]2[C:11]=1[CH2:12][CH2:13][CH2:14][CH:15]2[C:20]([N:22]([C:29]1[CH:30]=[N:31][C:32]([CH:35]([CH3:37])[CH3:36])=[CH:33][CH:34]=1)[CH2:23][C:24]1[CH:25]=[N:26][N:27]([CH2:39][C:40]2[CH:45]=[C:44]([C:46]([F:48])([F:47])[F:49])[CH:43]=[CH:42][N:41]=2)[CH:28]=1)=[O:21])[C:3]1[CH:8]=[CH:7][CH:6]=[CH:5][CH:4]=1 |f:0.1|. Procedure: By the reaction and treatment in the same manner as in Example 271 using 5-benzyloxy-N-(6-isopropylpyridin-3-yl)-N-[(pyrazol-4-yl)methyl]-1,2,3,4-tetrahydronaphthalene-1-carboxamide hydrochloride (0.78 g) and 2-chloromethyl-4-trifluoromethylpyridine (0.67 g) as starting materials, 5-benzyloxy-N-(6-isopropylpyridin-3-yl)-N-({1-[(4-trifluoromethylpyridin-2-yl)methyl]pyrazol-4-yl}methyl)-1,2,3,4-tetrahydronaphthalene-1-carboxamide (0.79 g) was obtained.